From a dataset of the Open Reaction Database (ORD), a public repository of structured organic reaction records. describe an organic reaction: reactants, conditions, products, and yield Starting materials: CO, CCOCC, Cl, CC(C)(C)OC(=O)N1CCC(N2CCSc3cc(F)c(NC(=N)c4cccs4)cc32)CC1. Product: N=C(Nc1cc2c(cc1F)SCCN2C1CCNCC1)c1cccs1. Reaction SMILES: [CH3:34][OH:35].[CH3:36][CH2:37][O:38][CH2:39][CH3:40].[ClH:33].[F:1][c:2]1[c:3]([NH:25][C:26](=[NH:27])[c:28]2[s:29][cH:30][cH:31][cH:32]2)[cH:4][c:5]2[c:6]([cH:24]1)[S:7][CH2:8][CH2:9][N:10]2[CH:11]1[CH2:12][CH2:13][N:14]([C:17]([O:18][C:19]([CH3:20])([CH3:21])[CH3:22])=[O:23])[CH2:15][CH2:16]1>>[F:1][c:2]1[c:3]([NH:25][C:26](=[NH:27])[c:28]2[s:29][cH:30][cH:31][cH:32]2)[cH:4][c:5]2[c:6]([cH:24]1)[S:7][CH2:8][CH2:9][N:10]2[CH:11]1[CH2:12][CH2:13][NH:14][CH2:15][CH2:16]1.